From a dataset of the Open Reaction Database (ORD), a public repository of structured organic reaction records. describe an organic reaction: reactants, conditions, products, and yield Starting materials: ClC=1C=C(C=CC1)S (3-chlorothiophenol), cupric acetate, CN(C)C=O (DMF), C(=O)([O-])[O-].[K+].[K+] (K2CO3), BrC1=C(C(=O)O)C=C(C=C1)OC (2-bromo-5-methoxybenzoic acid). Run in O (water). Reaction conditions: temperature 150 celsius. Product: ClC=1C=C(C=CC1)SC1=C(C(=O)O)C=C(C=C1)OC (2-[(3-chlorophenyl)thio]-5-methoxybenzoic acid). The yield is 60.4%. Reaction SMILES: [Cl:1][C:2]1[CH:3]=[C:4]([SH:8])[CH:5]=[CH:6][CH:7]=1.CN(C=O)C.C([O-])([O-])=O.[K+].[K+].Br[C:21]1[CH:29]=[CH:28][C:27]([O:30][CH3:31])=[CH:26][C:22]=1[C:23]([OH:25])=[O:24]>O>[Cl:1][C:2]1[CH:3]=[C:4]([S:8][C:21]2[CH:29]=[CH:28][C:27]([O:30][CH3:31])=[CH:26][C:22]=2[C:23]([OH:25])=[O:24])[CH:5]=[CH:6][CH:7]=1 |f:2.3.4|. Procedure details: To a mixture of 3-chlorothiophenol (20 g, 138 mol), and cupric acetate (1.8 g) and DMF (200 mL) was added K2CO3 (23 g). The mixture was heated to 150° C. for 15-20 minutes, then 2-bromo-5-methoxybenzoic acid (35.8 g, 0.155 mol) was added in portions. The mixture was heated overnight, poured into water (600 mL), filtered and the filtrate was treated with charcoal, filtered and diluted with HCl. The resulting precipitate was collected by filtration, washed with water, and dried at 50° C. in vacuo ... Procedure details: To a 250 ml 3-neck RBF, stirring under nitrogen atmosphere, was charged 16.1 g (1.0 eq., 0.13 moles) N-2-methylphenylhydroxyamine in 40 ml methylene chloride and 16.8 g (1.5 eq., 0.20 moles) sodium bicarbonate neat. With a pipet added 13.1 g (1.05 eq, 0.37 moles) methyl chloroformate neat to the mixture at -5° C. to +5° C. The reaction mixture was stirred at 0° C. for 30 min. following the addition and the reaction was monitored by GC. Yields the product ON(C(OC)=O)C1=C(C=CC=C1)C (Methyl N-hydroxy-N-2-methylphenylcarbamate). The reactants are CC1=C(C=CC=C1)NO (N-2-methylphenylhydroxyamine), C([O-])(O)=O.[Na+] (sodium bicarbonate), ClC(=O)OC (methyl chloroformate). Reaction SMILES: [CH3:1][C:2]1[CH:7]=[CH:6][CH:5]=[CH:4][C:3]=1[NH:8][OH:9].C(=O)(O)[O-].[Na+].Cl[C:16]([O:18][CH3:19])=[O:17]>C(Cl)Cl>[OH:9][N:8]([C:3]1[CH:4]=[CH:5][CH:6]=[CH:7][C:2]=1[CH3:1])[C:16](=[O:17])[O:18][CH3:19] |f:1.2|. Run in C(Cl)Cl (methylene chloride). Starting materials: COc1ccc(-c2csc(NC(=O)C3Cc4ccccc4N3C(=O)OC(C)(C)C)n2)cc1, CCOC(C)=O, Cl. Yields the product COc1ccc(-c2csc(NC(=O)C3Cc4ccccc4N3)n2)cc1. As a reaction SMILES: [CH3:1][O:2][c:3]1[cH:4][cH:5][c:6](-[c:9]2[n:10][c:11]([NH:14][C:15](=[O:16])[CH:17]3[N:18]([C:26]([O:27][C:28]([CH3:29])([CH3:30])[CH3:31])=[O:32])[c:19]4[cH:20][cH:21][cH:22][cH:23][c:24]4[CH2:25]3)[s:12][cH:13]2)[cH:7][cH:8]1.[CH3:34][CH2:35][O:36][C:37](=[O:38])[CH3:39].[ClH:33]>>[CH3:1][O:2][c:3]1[cH:4][cH:5][c:6](-[c:9]2[n:10][c:11]([NH:14][C:15](=[O:16])[CH:17]3[NH:18][c:19]4[cH:20][cH:21][cH:22][cH:23][c:24]4[CH2:25]3)[s:12][cH:13]2)[cH:7][cH:8]1. The reactants are C=CCC1(C(=O)OCC)CCCC1=O, CC(=O)[O-], CO, NNc1cc(Cl)ccc1Cl, [Na+]. Product: C=CCC1(C(=O)OCC)CCCC1=NNc1cc(Cl)ccc1Cl. Reaction SMILES: [C:1](=[O:2])([O:3][CH2:4][CH3:5])[C:6]1([CH2:12][CH:13]=[CH2:14])[C:7](=[O:11])[CH2:8][CH2:9][CH2:10]1.[CH3:26][C:27](=[O:28])[O-:29].[CH3:30][OH:31].[Cl:15][c:16]1[c:17]([NH:23][NH2:24])[cH:18][c:19]([Cl:22])[cH:20][cH:21]1.[Na+:25]>>[C:1](=[O:2])([O:3][CH2:4][CH3:5])[C:6]1([CH2:12][CH:13]=[CH2:14])[C:7](=[N:24][NH:23][c:17]2[c:16]([Cl:15])[cH:21][cH:20][c:19]([Cl:22])[cH:18]2)[CH2:8][CH2:9][CH2:10]1. Reactants: O=[N+]([O-])c1cccc(CBr)c1, CC(C)(C)[O-], CN(C)C=O, CC(=O)Nc1nc(C=O)cs1, [K+], O, c1ccc(P(c2ccccc2)c2ccccc2)cc1. Product: CC(=O)Nc1nc(C=Cc2cccc([N+](=O)[O-])c2)cs1. Reaction SMILES: [Br:1][CH2:2][c:3]1[cH:4][c:5]([N+:9](=[O:10])[O-:11])[cH:6][cH:7][cH:8]1.[CH3:31][C:32]([CH3:33])([O-:34])[CH3:35].[CH3:48][N:49]([CH3:50])[CH:51]=[O:52].[CH:37](=[O:38])[c:39]1[n:40][c:41]([NH:44][C:45]([CH3:46])=[O:47])[s:42][cH:43]1.[K+:36].[OH2:53].[c:12]1([P:13]([c:14]2[cH:15][cH:16][cH:17][cH:18][cH:19]2)[c:20]2[cH:21][cH:22][cH:23][cH:24][cH:25]2)[cH:26][cH:27][cH:28][cH:29][cH:30]1>>[CH:2]([c:3]1[cH:4][c:5]([N+:9](=[O:10])[O-:11])[cH:6][cH:7][cH:8]1)=[CH:37][c:39]1[n:40][c:41]([NH:44][C:45]([CH3:46])=[O:47])[s:42][cH:43]1. Starting materials: ONC(=N)C=1C=C2C=CNC2=CC1 (N-Hydroxy-1H-indole-5-carboximidamide), C1(=CC=CC=C1)C=1C=C(SC1C(F)(F)F)C(=O)OC (methyl 4-phenyl-5-(trifluoromethyl)-2-thiophenecarboxylate), [O-]CC.[Na+] (sodium ethoxide). Conditions: temperature 120 celsius. Product: C1(=CC=CC=C1)C=1C=C(SC1C(F)(F)F)C1=NC(=NO1)C=1C=C2C=CNC2=CC1 (5-{5-[4-Phenyl-5-(trifluoromethyl)-2-thienyl]-1,2,4-oxadiazol-3-yl}-1H-indole). The yield is 29.9%. Reaction SMILES: [OH:1][NH:2][C:3]([C:5]1[CH:6]=[C:7]2[C:11](=[CH:12][CH:13]=1)[NH:10][CH:9]=[CH:8]2)=[NH:4].[C:14]1([C:20]2[CH:21]=[C:22]([C:29](OC)=O)[S:23][C:24]=2[C:25]([F:28])([F:27])[F:26])[CH:19]=[CH:18][CH:17]=[CH:16][CH:15]=1.[O-]CC.[Na+]>>[C:14]1([C:20]2[CH:21]=[C:22]([C:29]3[O:1][N:2]=[C:3]([C:5]4[CH:6]=[C:7]5[C:11](=[CH:12][CH:13]=4)[NH:10][CH:9]=[CH:8]5)[N:4]=3)[S:23][C:24]=2[C:25]([F:28])([F:26])[F:27])[CH:15]=[CH:16][CH:17]=[CH:18][CH:19]=1 |f:2.3|. Procedure: D1 (174 mg) and methyl 4-phenyl-5-(trifluoromethyl)-2-thiophenecarboxylate (286 mg) were combined, treated with sodium ethoxide (21% wt in EtOH, 411 ul) and heated to 120° C. in a microwave reactor for 30 minutes. LCMS analysis showed the reaction was incomplete so microwave heating was continued for a further two periods of 30 minutes. The reaction mixture was then cooled to RT, quenched with H2O (2 ml) and evaporated to dryness under reduced pressure to give the crude product (411 mg) as a bro... The reactants are OCC1(CCCC1)NC(C1=C(N=CC=C1)OC=1C=NC=CC1)=O (N-(1-Hydroxymethyl-cyclopentyl)-2-(pyridin-3-yloxy)-nicotinamide), P(=O)(Cl)(Cl)Cl (phosphorus oxychloride). The solvent is C1(=CC=CC=C1)C (toluene). The product is N1=CC(=CC=C1)OC1=NC=CC=C1C1=NC2(CO1)CCCC2 (2-[2-(Pyridin-3-yloxy)-pyridin-3-yl]-3-oxa-1-aza-spiro[4,4]non-1-ene). The yield is 49.4%. Reaction SMILES: O[CH2:2][C:3]1([NH:8][C:9](=[O:23])[C:10]2[CH:15]=[CH:14][CH:13]=[N:12][C:11]=2[O:16][C:17]2[CH:18]=[N:19][CH:20]=[CH:21][CH:22]=2)[CH2:7][CH2:6][CH2:5][CH2:4]1.P(Cl)(Cl)(Cl)=O>C1(C)C=CC=CC=1>[N:19]1[CH:20]=[CH:21][CH:22]=[C:17]([O:16][C:11]2[C:10]([C:9]3[O:23][CH2:2][C:3]4([CH2:4][CH2:5][CH2:6][CH2:7]4)[N:8]=3)=[CH:15][CH:14]=[CH:13][N:12]=2)[CH:18]=1. Procedure: A solution of N-(1-Hydroxymethyl-cyclopentyl)-2-(pyridin-3-yloxy)-nicotinamide (0.045 grams, 0.144 mmole) and phosphorus oxychloride in toluene (5 ml) was stirred over night. The mixture was concentrated to dryness and dissolved in methanol (5 ml) and potassium carbonate was added. The mixture was concentrated to give a crude product that was purified by chromatography on silica gel eluting with ethyl acetate to give a yellow oil (0.021 g). HRMS 296.1417; 1H NMR (400 mhz, CDCl3) d 1.65-1.74 (m, ...